Dataset: the Open Reaction Database (ORD), a public repository of structured organic reaction records. Task: describe an organic reaction: reactants, conditions, products, and yield The reactants are C(CCC)[Sn](C=1N=NC=CC1)(CCCC)CCCC (3-(tributylstannanyl)pyridazine), ClC1=NC(=CC2=C1N(C=N2)C[C@@H]2CC[C@H](CC2)C)Cl (4,6-dichloro-3-((trans-4-methylcyclohexyl)methyl)-3H-imidazo[4,5-c]pyridine), O1[C@H]2[C@H](NCC1)CCC2 ((trans)-octahydrocyclopenta[b][1,4]oxazine). Yields the product Cl (HCl), ClC1=NC(=CC2=C1N(C(=N2)N2[C@H]1[C@H](OCC2)CCC1)C[C@@H]1CC[C@H](CC1)C)Cl (4,6-dichloro-2-[(trans)-hexahydrocyclopenta[b][1,4]oxazin-4(4aH)-yl]-3-[(trans-4-methylcyclohexyl)methyl]-3H-imidazo[4,5-c]pyridine). RXN SMILES: [Cl:1][C:2]1[C:7]2[N:8]([CH2:11][C@H:12]3[CH2:17][CH2:16][C@H:15]([CH3:18])[CH2:14][CH2:13]3)[CH:9]=[N:10][C:6]=2[CH:5]=[C:4]([Cl:19])[N:3]=1.[O:20]1[CH2:25][CH2:24][NH:23][C@@H:22]2[CH2:26][CH2:27][CH2:28][C@@H:21]12.C([Sn](CCCC)(CCCC)C1N=NC=CC=1)CCC>>[ClH:1].[Cl:1][C:2]1[C:7]2[N:8]([CH2:11][C@H:12]3[CH2:17][CH2:16][C@H:15]([CH3:18])[CH2:14][CH2:13]3)[C:9]([N:23]3[CH2:24][CH2:25][O:20][C@@H:21]4[CH2:28][CH2:27][CH2:26][C@@H:22]34)=[N:10][C:6]=2[CH:5]=[C:4]([Cl:19])[N:3]=1. Reported procedure: Using a procedure analagous to that described in Example 2.1 (Steps 1 and 2) and starting with 4,6-dichloro-3-((trans-4-methylcyclohexyl)methyl)-3H-imidazo[4,5-c]pyridine (Preparative Example 2.3) and (trans)-octahydrocyclopenta[b][1,4]oxazine.HCl (purchased from Enamine), 4,6-dichloro-2-[(trans)-hexahydrocyclopenta[b][1,4]oxazin-4(4aH)-yl]-3-[(trans-4-methylcyclohexyl)methyl]-3H-imidazo[4,5-c]pyridine (racemic) was prepared. Preparative Example 18.2 3-(tributylstannanyl)pyridazine